This data is from the Open Reaction Database (ORD), a public repository of structured organic reaction records. The task is: describe an organic reaction: reactants, conditions, products, and yield The reactants are resultant solution, Cl (hydrochloric acid), CS(=O)(=O)OCCCC1(CCN(CC1)C(=O)OC(C)(C)C)C(=O)OCC (1-tert-butyl 4-ethyl 4-(3-((methanesulfonyl)oxy)propyl)piperidine-1,4-dicarboxylate), N1C(C=NC2=CC=CC=C12)=O (quinoxalin-2(1H)-one), [H-].[Na+] (sodium hydride). Solvent: O (water), C(C)(=O)OCC (ethyl acetate), CN(C=O)C (N,N-dimethylformamide). Reaction conditions: temperature 50 celsius, time 30 minute. Yields the product O=C1N(C2=CC=CC=C2N=C1)CCCC1(CCN(CC1)C(=O)OC(C)(C)C)C(=O)OCC (1-tert-butyl 4-ethyl 4-(3-(2-oxoquinoxalin-1(2H)-yl)propyl)piperidine-1,4-dicarboxylate). Reaction SMILES: [NH:1]1[C:10]2[C:5](=[CH:6][CH:7]=[CH:8][CH:9]=2)[N:4]=[CH:3][C:2]1=[O:11].[H-].[Na+].CS(O[CH2:19][CH2:20][CH2:21][C:22]1([C:35]([O:37][CH2:38][CH3:39])=[O:36])[CH2:27][CH2:26][N:25]([C:28]([O:30][C:31]([CH3:34])([CH3:33])[CH3:32])=[O:29])[CH2:24][CH2:23]1)(=O)=O.Cl>O.C(OCC)(=O)C.CN(C)C=O>[O:11]=[C:2]1[CH:3]=[N:4][C:5]2[C:10](=[CH:9][CH:8]=[CH:7][CH:6]=2)[N:1]1[CH2:19][CH2:20][CH2:21][C:22]1([C:35]([O:37][CH2:38][CH3:39])=[O:36])[CH2:27][CH2:26][N:25]([C:28]([O:30][C:31]([CH3:32])([CH3:33])[CH3:34])=[O:29])[CH2:24][CH2:23]1 |f:1.2|. Reported procedure: To 5 mL of an N,N-dimethylformamide suspension containing 0.25 g of quinoxalin-2(1H)-one, 0.10 g of 60% sodium hydride was added at room temperature, and the mixture was stirred at 50° C. for 30 minutes. Thereto was dividedly added 0.68 g of 1-tert-butyl 4-ethyl 4-(3-((methanesulfonyl)oxy)propyl)piperidine-1,4-dicarboxylate at the same temperature, and the mixture was stirred at 80 to 90° C. for 2 hours. The reaction mixture was cooled to room temperature, ethyl acetate and water were added ther... The reactants are CN1C(CCCC1)=O (1-methylpiperidin-2-one), C(C)(C)NC(C)C (diisopropylamine), C1(=CC=CC=C1)[Se]Cl (phenylselenenyl chloride), C(CCC)[Li] (butyllithium), hexanes. Run in O1CCCC1 (tetrahydrofuran), O1CCCC1 (tetrahydrofuran), O1CCCC1 (tetrahydrofuran). Reaction conditions: time 5 minute. Yields the product CN1C(C(CCC1)[Se]C1=CC=CC=C1)=O (1-methyl-3-(phenylselanyl)piperidin-2-one). As a reaction SMILES: C(NC(C)C)(C)C.C([Li])CCC.[CH3:13][N:14]1[CH2:19][CH2:18][CH2:17][CH2:16][C:15]1=[O:20].[C:21]1([Se:27]Cl)[CH:26]=[CH:25][CH:24]=[CH:23][CH:22]=1>O1CCCC1>[CH3:13][N:14]1[CH2:19][CH2:18][CH2:17][CH:16]([Se:27][C:21]2[CH:26]=[CH:25][CH:24]=[CH:23][CH:22]=2)[C:15]1=[O:20]. Procedure: A solution of diisopropylamine (3.02 mL, 21.21 mmol) in tetrahydrofuran (44.2 mL) under argon was cooled to −78° C. and added butyllithium solution, 2.5M in hexanes (8.48 mL, 21.21 mmol). After 5 min, a solution of 1-methylpiperidin-2-one (2 g, 17.67 mmol) in tetrahydrofuran (2 mL) was added dropwise. After stirring for 10 min, a solution of phenylselenenyl chloride (4.06 g, 21.21 mmol) in 16 mL of tetrahydrofuran was added, and the reaction was stirred at −78° C. for 2 h. The reaction was quenc... Starting materials: [Al+3], C1CCOC1, CC1(C)CC(=O)Nc2ccccc21, [H-], [H-], [H-], [H-], [Li+], [Na+], [OH-], O. Product: CC1(C)CCNc2ccccc21. As a reaction SMILES: [Al+3:15].[CH2:23]1[O:24][CH2:25][CH2:26][CH2:27]1.[CH3:1][C:2]1([CH3:13])[CH2:3][C:4](=[O:12])[NH:5][c:6]2[cH:7][cH:8][cH:9][cH:10][c:11]21.[H-:14].[H-:17].[H-:18].[H-:19].[Li+:16].[Na+:22].[OH-:21].[OH2:20]>>[CH3:1][C:2]1([CH3:13])[CH2:3][CH2:4][NH:5][c:6]2[cH:7][cH:8][cH:9][cH:10][c:11]21. Starting materials: [BH4-].[Na+] (sodium borohydride), CC1=CC=C(C=C1)S(=O)(=O)OCCN1C(=CC(=C1)I)C=O (2-(2-Formyl-4-iodo-pyrrol-1-yl)ethyl 4-methylbenzenesulfonate), C(C)(=O)O (acetic acid). Solvent: C(C)O (ethanol). Reaction conditions: time 30 minute. Yields the product CC1=CC=C(C=C1)S(=O)(=O)OCCN1C(=CC(=C1)I)CO (2-[2-(hydroxymethyl)-4-iodo-pyrrol-1-yl]ethyl 4-methylbenzenesulfonate). Yield: 94.8%. Reaction SMILES: [CH3:1][C:2]1[CH:7]=[CH:6][C:5]([S:8]([O:11][CH2:12][CH2:13][N:14]2[CH:18]=[C:17]([I:19])[CH:16]=[C:15]2[CH:20]=[O:21])(=[O:10])=[O:9])=[CH:4][CH:3]=1.[BH4-].[Na+].C(O)(=O)C>C(O)C>[CH3:1][C:2]1[CH:3]=[CH:4][C:5]([S:8]([O:11][CH2:12][CH2:13][N:14]2[CH:18]=[C:17]([I:19])[CH:16]=[C:15]2[CH2:20][OH:21])(=[O:10])=[O:9])=[CH:6][CH:7]=1 |f:1.2|. Procedure details: 2-(2-Formyl-4-iodo-pyrrol-1-yl)ethyl 4-methylbenzenesulfonate (2.1 g, 5.01 mmol) in ethanol (25 mL) was cooled to 0° C. and sodium borohydride (95 mg, 2.50 mmol) was added. After 30 min, the reaction mixture was allowed to warm to ambient temperature and stirred for a further 1 h, after which time acetic acid was added and the mixture was concentrated in vacuo. The residue was partitioned between water and dichloromethane and the organic phase was washed with water, brine, dried over anhydrous s... As a reaction SMILES: [CH:1]1([c:4]2[c:5]([C:20](=[O:21])[OH:22])[c:6]([CH3:19])[n:7][n:8]2-[c:9]2[cH:10][c:11]([C:15]([F:16])([F:17])[F:18])[cH:12][cH:13][cH:14]2)[CH2:2][CH2:3]1.[NH:24]1[CH2:25][CH2:26][C:27](=[O:30])[CH2:28][CH2:29]1.[OH2:23]>>[CH:1]1([c:4]2[c:5]([C:20](=[O:22])[N:24]3[CH2:25][CH2:26][C:27](=[O:30])[CH2:28][CH2:29]3)[c:6]([CH3:19])[n:7][n:8]2-[c:9]2[cH:10][c:11]([C:15]([F:16])([F:17])[F:18])[cH:12][cH:13][cH:14]2)[CH2:2][CH2:3]1. The product is Cc1nn(-c2cccc(C(F)(F)F)c2)c(C2CC2)c1C(=O)N1CCC(=O)CC1. Starting materials: Cc1nn(-c2cccc(C(F)(F)F)c2)c(C2CC2)c1C(=O)O, O=C1CCNCC1, O. Product: COC(=O)C(=Cc1ccccc1Br)N=[N+]=[N-]. Starting materials: O=Cc1ccccc1Br, C[O-], CO, COC(=O)CN=[N+]=[N-], [Na+]. Reaction SMILES: [Br:1][c:2]1[c:3]([CH:4]=[O:5])[cH:6][cH:7][cH:8][cH:9]1.[CH3:18][O-:19].[CH3:21][OH:22].[N:10](=[N+:11]=[N-:12])[CH2:13][C:14](=[O:15])[O:16][CH3:17].[Na+:20]>>[Br:1][c:2]1[c:3]([CH:4]=[C:13]([N:10]=[N+:11]=[N-:12])[C:14](=[O:15])[O:16][CH3:17])[cH:6][cH:7][cH:8][cH:9]1. The reactants are BrB(Br)Br, COc1ccc2c(c1)C13CCN(CC4CCCO4)C(C2)C1(OC)CCC(=O)C3, ClC(Cl)Cl, [NH4+], [OH-]. Yields the product COC12CCC(=O)CC13CCN(CC1CCCO1)C2Cc1ccc(O)cc13. As a reaction SMILES: [B:29]([Br:30])([Br:31])[Br:32].[CH3:1][O:2][c:3]1[cH:4][cH:5][c:6]2[c:15]([cH:16]1)[C:14]13[C:9]([O:27][CH3:28])([CH:8]([CH2:7]2)[N:19]([CH2:20][CH:21]2[CH2:22][CH2:23][CH2:24][O:25]2)[CH2:18][CH2:17]1)[CH2:10][CH2:11][C:12](=[O:26])[CH2:13]3.[Cl:35][CH:36]([Cl:37])[Cl:38].[NH4+:34].[OH-:33]>>[OH:2][c:3]1[cH:4][cH:5][c:6]2[c:15]([cH:16]1)[C:14]13[C:9]([O:27][CH3:28])([CH:8]([CH2:7]2)[N:19]([CH2:20][CH:21]2[CH2:22][CH2:23][CH2:24][O:25]2)[CH2:18][CH2:17]1)[CH2:10][CH2:11][C:12](=[O:26])[CH2:13]3.